This data is from the Open Reaction Database (ORD), a public repository of structured organic reaction records. The task is: describe an organic reaction: reactants, conditions, products, and yield Reactants: C(CC(=O)C)(=O)OCC (ethyl acetoacetate), C(OCC)(OCC)OCC (triethyl orthoformate), C(C)(=O)OC(C)=O (acetic anhydride). Yields the product C(C)OC=CC(CC(=O)OCC)=O (Ethyl ethoxymethyleneacetoacetate). The yield is 70.0%. As a reaction SMILES: [C:1]([O:7][CH2:8][CH3:9])(=[O:6])[CH2:2][C:3]([CH3:5])=[O:4].[CH:10](OCC)(OCC)[O:11][CH2:12][CH3:13].C(OC(=O)C)(=O)C>>[CH2:12]([O:11][CH:10]=[CH:5][C:3](=[O:4])[CH2:2][C:1]([O:7][CH2:8][CH3:9])=[O:6])[CH3:13]. Procedure details: Using the procedure of Crombie et al., Journ. of Chem. Soc. Perkin Trans. 1, 464-471 (1979), a solution of ethyl acetoacetate (26 g, 0.20 mol), triethyl orthoformate (29.6 g, 0.20 mol) and acetic anhydride (41 g, 0.40 mol) was refluxed for 90 minutes. Distillation under reduced pressure gave the product (1): 26 g, 70% yield; bp=85°-98° C. at 0.5 mm Hg (The following value is reported in the Crombie et al. publication: bp=85° C. at 0.25 mm Hg); NMR (CDCl3) δ 1.2-1.5 (m, 6H), 2.4-2.5 (d,3H), 4.0-4...